describe an organic reaction: reactants, conditions, products, and yield From a dataset of the Open Reaction Database (ORD), a public repository of structured organic reaction records. Starting materials: CCN=C=NCCCN(C)C, CCN(C(C)C)C(C)C, Cl, Cl, Fc1ccc(F)c(OC2CCNCC2)c1, CN(C)C=O, O, On1nnc2ccccc21, O=C(O)CNC(=O)c1cc(-c2ccccc2)[nH]n1. Product: O=C(NCC(=O)N1CCC(Oc2cc(F)ccc2F)CC1)c1cc(-c2ccccc2)[nH]n1. Reaction SMILES: [CH3:38][CH2:39][N:40]=[C:41]=[N:42][CH2:43][CH2:44][CH2:45][N:46]([CH3:47])[CH3:48].[CH:19]([N:20]([CH2:21][CH3:22])[CH:23]([CH3:24])[CH3:25])([CH3:26])[CH3:27].[ClH:49].[ClH:50].[F:51][c:52]1[c:53]([O:54][CH:55]2[CH2:56][CH2:57][NH:58][CH2:59][CH2:60]2)[cH:61][c:62]([F:65])[cH:63][cH:64]1.[O:66]=[CH:67][N:68]([CH3:69])[CH3:70].[OH2:71].[OH:28][n:29]1[c:30]2[c:31]([cH:32][cH:33][cH:34][cH:35]2)[n:36][n:37]1.[c:1]1(-[c:7]2[cH:8][c:9]([C:12](=[O:13])[NH:14][CH2:15][C:16](=[O:17])[OH:18])[n:10][nH:11]2)[cH:2][cH:3][cH:4][cH:5][cH:6]1>>[c:1]1(-[c:7]2[cH:8][c:9]([C:12](=[O:13])[NH:14][CH2:15][C:16](=[O:18])[N:58]3[CH2:57][CH2:56][CH:55]([O:54][c:53]4[c:52]([F:51])[cH:64][cH:63][c:62]([F:65])[cH:61]4)[CH2:60][CH2:59]3)[n:10][nH:11]2)[cH:2][cH:3][cH:4][cH:5][cH:6]1.